This data is from the Open Reaction Database (ORD), a public repository of structured organic reaction records. The task is: describe an organic reaction: reactants, conditions, products, and yield The product is COCOc1ccc(N2CCCC2=O)cc1Cc1ccccc1. Starting materials: O=C([O-])[O-], COCOc1ccc(I)cc1Cc1ccccc1, I[Cu]I, [K+], [K+], N, O=C1CCCN1. As a reaction SMILES: [C:25](=[O:26])([O-:27])[O-:28].[CH2:1]([c:2]1[cH:3][cH:4][cH:5][cH:6][cH:7]1)[c:8]1[c:9]([O:15][CH2:16][O:17][CH3:18])[cH:10][cH:11][c:12]([I:14])[cH:13]1.[Cu:32]([I:33])[I:34].[K+:29].[K+:30].[NH3:31].[NH:19]1[C:20](=[O:24])[CH2:21][CH2:22][CH2:23]1>>[CH2:1]([c:2]1[cH:3][cH:4][cH:5][cH:6][cH:7]1)[c:8]1[c:9]([O:15][CH2:16][O:17][CH3:18])[cH:10][cH:11][c:12]([N:19]2[C:20](=[O:24])[CH2:21][CH2:22][CH2:23]2)[cH:13]1. Starting materials: CN(C)c1ccc(P(C(C)(C)C)C(C)(C)C)cc1, COC(=O)c1nc(Br)cnc1N(C(=O)OC(C)(C)C)C(=O)OC(C)(C)C, O=C([O-])[O-], CC(C)(C)OC(=O)N1CC=C(B2OC(C)(C)C(C)(C)O2)CC1, Cc1ccccc1, CCOC(C)=O, Cl[Pd]Cl, [Na+], [Na+], O. The product is COC(=O)c1nc(C2=CCN(C(=O)OC(C)(C)C)CC2)cnc1N(C(=O)OC(C)(C)C)C(=O)OC(C)(C)C. Reaction SMILES: [C:23]([P:24]([C:25]([CH3:26])([CH3:27])[CH3:28])[c:29]1[cH:30][cH:31][c:32]([N:33]([CH3:34])[CH3:35])[cH:36][cH:37]1)([CH3:38])([CH3:39])[CH3:40].[C:41]([CH3:42])([CH3:43])([CH3:44])[O:45][C:46](=[O:47])[N:48]([c:49]1[c:50]([C:56](=[O:57])[O:58][CH3:59])[n:51][c:52]([Br:55])[cH:53][n:54]1)[C:60](=[O:61])[O:62][C:63]([CH3:64])([CH3:65])[CH3:66].[C:67](=[O:68])([O-:69])[O-:70].[CH3:1][C:2]1([CH3:3])[C:4]([CH3:5])([CH3:6])[O:7][B:8]([C:9]2=[CH:14][CH2:13][N:12]([C:15](=[O:16])[O:17][C:18]([CH3:19])([CH3:20])[CH3:21])[CH2:11][CH2:10]2)[O:22]1.[CH3:73][c:74]1[cH:75][cH:76][cH:77][cH:78][cH:79]1.[CH3:81][CH2:82][O:83][C:84](=[O:85])[CH3:86].[Cl:87][Pd:88][Cl:89].[Na+:71].[Na+:72].[OH2:80]>>[C:9]1([c:52]2[n:51][c:50]([C:56](=[O:57])[O:58][CH3:59])[c:49]([N:48]([C:46]([O:45][C:41]([CH3:42])([CH3:43])[CH3:44])=[O:47])[C:60](=[O:61])[O:62][C:63]([CH3:64])([CH3:65])[CH3:66])[n:54][cH:53]2)=[CH:14][CH2:13][N:12]([C:15](=[O:16])[O:17][C:18]([CH3:19])([CH3:20])[CH3:21])[CH2:11][CH2:10]1. The reactants are BrC1=CSC=2NC(=CC21)C(=O)OCC (ethyl 3-bromo-6H-thieno[2,3-b]pyrrole-5-carboxylate), [NH4+].[Cl-] (NH4Cl). Reagents/catalysts: Cl[Cu] (CuCl). Run in CN(C)C=O (DMF). Product: ClC1=CSC=2NC(=CC21)C(=O)OCC (ethyl 3-chloro-6H-thieno[2,3-b]pyrrole-5-carboxylate). Yield: 86.0%. As a reaction SMILES: Br[C:2]1[C:9]2[CH:8]=[C:7]([C:10]([O:12][CH2:13][CH3:14])=[O:11])[NH:6][C:5]=2[S:4][CH:3]=1.[NH4+].[Cl-:16]>CN(C=O)C.Cl[Cu]>[Cl:16][C:2]1[C:9]2[CH:8]=[C:7]([C:10]([O:12][CH2:13][CH3:14])=[O:11])[NH:6][C:5]=2[S:4][CH:3]=1 |f:1.2|. Reported procedure: To a solution of ethyl 3-bromo-6H-thieno[2,3-b]pyrrole-5-carboxylate (0.25 g, 0.93 mmol) in DMF (37.5 mL) was added CuCl (178 mg, 1.85 mmol). The combined reactants were heated to reflux for 7 h, at which time the cooled mixture was diluted with a saturated solution of NH4Cl (20 mL) and extracted with Et2O (3×40 mL). The combined organic fractions were dried over Na2SO4, filtered and the solvent was removed in vacuo. Purification of the crude oil by flash column chromatography (25% EtOAc in hexa... The reactants are OC1=CC(=NC2=CC=CC=C12)C(=O)OC (methyl 4-hydroxy-2-quinolinecarboxylate), C1(=CC=C(C=C1)S(=O)(=O)N=C=O)C (p-toluenesulfonyl isocyanate). The solvent is C(C)#N (acetonitrile). Product: C1(=CC=C(C=C1)S(=O)(=O)N=C1C=C(NC2=CC=CC=C12)C(=O)OC)C (methyl 4-(p-toluenesulfonylimino)-1,4-dihydroquinoline-2-carboxylate). Isolated yield 82.3%. RXN SMILES: O[C:2]1[C:11]2[C:6](=[CH:7][CH:8]=[CH:9][CH:10]=2)[N:5]=[C:4]([C:12]([O:14][CH3:15])=[O:13])[CH:3]=1.[C:16]1([CH3:28])[CH:21]=[CH:20][C:19]([S:22]([N:25]=C=O)(=[O:24])=[O:23])=[CH:18][CH:17]=1>C(#N)C>[C:16]1([CH3:28])[CH:17]=[CH:18][C:19]([S:22]([N:25]=[C:2]2[C:11]3[C:6](=[CH:7][CH:8]=[CH:9][CH:10]=3)[NH:5][C:4]([C:12]([O:14][CH3:15])=[O:13])=[CH:3]2)(=[O:23])=[O:24])=[CH:20][CH:21]=1. Procedure: According to the procedure of Wright, Synthesis, 1984, 1058, methyl 4-hydroxy-2-quinolinecarboxylate (2.03 g, 0.01 m) and p-toluenesulfonyl isocyanate (1.97 g, 0.01 m) were mixed in reagent grade acetonitrile at RT. The heterogeneous mixture was heated at reflux until the evolution of COz had ceased (ca 2-3 hours). During this time a yellow solid formed. After cooling to RT, the yellow solid was collected by filtration, washed with acetonitrile, and dried to give methyl 4-(p-toluenesulfonylimino... Starting materials: Cl.C(#N)C1(CCNCC1)C1=CC=CC=C1 (4-Cyano-4-phenylpiperidine HCl), [OH-].[K+] (KOH), C1(=CC=CC=C1)C (toluene). The solvent is O (H2O). Conditions: temperature 160 celsius, time 4 hour. The product is C1(=CC=CC=C1)C1CCNCC1 (4-phenylpiperidine). As a reaction SMILES: Cl.C([C:4]1([C:10]2[CH:15]=[CH:14][CH:13]=[CH:12][CH:11]=2)[CH2:9][CH2:8][NH:7][CH2:6][CH2:5]1)#N.[OH-].[K+].C1(C)C=CC=CC=1>O>[C:10]1([CH:4]2[CH2:5][CH2:6][NH:7][CH2:8][CH2:9]2)[CH:15]=[CH:14][CH:13]=[CH:12][CH:11]=1 |f:0.1,2.3|. Procedure: 4-Cyano-4-phenylpiperidine HCl (10.0 g, 45.0 mmol) was combined with KOH pellets and stirred vigorously under Ar at 160° C. for 4 h. The reaction mix was cooled to RT and dissolved into toluene (100 ml) and H2O (100 ml). After separation of the layers, the aqueous layer was back-extracted two times with toluene. The combined organic layer was dried over Na2SO4, concentrated in vacuo, and dried under high vacuum, yielding a white solid. Starting materials: ClC(=O)OC (methyl chloroformate), FC1=C(C=CC(=C1)F)NC(=O)C=1C=C(C=CC1O)C1=C(C=C(C=C1)F)F (N-(2,4-difluorophenyl)-2′,4′-difluoro-4-hydroxybiphenyl-3-carboxamide), Cl (HCl). Run in O1CCCC1.N1=CC=CC=C1 (tetrahydrofuran pyridine). Run at time 10 hour. Yields the product FC1=C(C=CC(=C1)F)N1C(OC2=C(C1=O)C=C(C=C2)C2=C(C=C(C=C2)F)F)=O (3,6-bis(2,4-difluorophenyl)-2H-benzo[e][1,3]oxazine-2,4(3H)-dione). Isolated yield 61.0%. Reaction SMILES: Cl[C:2]([O:4][CH3:5])=[O:3].[F:6][C:7]1[CH:12]=[C:11]([F:13])[CH:10]=[CH:9][C:8]=1[NH:14][C:15]([C:17]1[CH:18]=[C:19]([C:24]2[CH:29]=[CH:28][C:27]([F:30])=[CH:26][C:25]=2[F:31])[CH:20]=[CH:21]C=1O)=[O:16].Cl>O1CCCC1.N1C=CC=CC=1>[F:6][C:7]1[CH:12]=[C:11]([F:13])[CH:10]=[CH:9][C:8]=1[N:14]1[C:15](=[O:16])[C:17]2[CH:18]=[C:19]([C:24]3[CH:29]=[CH:28][C:27]([F:30])=[CH:26][C:25]=3[F:31])[CH:20]=[CH:21][C:5]=2[O:4][C:2]1=[O:3] |f:3.4|. Reported procedure: A solution of methyl chloroformate (1.2 mL, 12 mmol) was added drop wised to a stirred solution of compound 2 (1.44 g, 4 mmol) in dry anhydrous tetrahydrofuran/pyridine (30 mL) at 0° C. The mixture was refluxed for 3 h. After 10 h stirring at room temperature, the pH value of the mixture was adjusted to pH=6 by 5% HCl(aq). The mixture was cooled to obtain crystalline compound on an ice bath for 2-3 h. After cooling, precipitated crystals were filtered off and washed with diluted HCl and water. T... The reactants are NC1N(C(C=2C(=N1)N=CC2CN)=O)COC(C)C (2-amino-5-aminomethyl-3-isopropyloxymethylpyrrolo[2,3-d]pyrimidin-4-one), C(CC)=O (propionaldehyde), C(C)(=O)O (acetic acid), [BH4-].[Na+] (sodium borohydride). Run in CO (methanol). Reaction conditions: time 30 minute. The product is NC1N(C(C=2C(=N1)N=CC2CNCCC)=O)COC(C)C (2-amino-5-propylaminomethyl-3-isopropyloxymethylpyrrolo[2,3-d]pyrimidin-4-one). The yield is 25.9%. As a reaction SMILES: [NH2:1][CH:2]1[N:7]=[C:6]2[N:8]=[CH:9][C:10]([CH2:11][NH2:12])=[C:5]2[C:4](=[O:13])[N:3]1[CH2:14][O:15][CH:16]([CH3:18])[CH3:17].[CH:19](=O)[CH2:20][CH3:21].[BH4-].[Na+].C(O)(=O)C>CO>[NH2:1][CH:2]1[N:7]=[C:6]2[N:8]=[CH:9][C:10]([CH2:11][NH:12][CH2:19][CH2:20][CH3:21])=[C:5]2[C:4](=[O:13])[N:3]1[CH2:14][O:15][CH:16]([CH3:18])[CH3:17] |f:2.3|. Procedure: In 5.0 ml of dry methanol were dissolved 251 mg of 2-amino-5-aminomethyl-3-isopropyloxymethylpyrrolo[2,3-d]pyrimidin-4-one and 64 mg of propionaldehyde and the solution was allowed to stand under stirring at room temperature for 30 min. Then, 20 mg of sodium borohydride was added and the mixture was reacted at room temperature for an hour. The excess reagent was decomposed with a small amount of acetic acid, the solvent was distilled off under reduced pressure and the residue was purified by sil... Reactants: OCC1(CC1)NC=C(C(=O)OCC)C(C1=C(C(=C(C(=C1)F)F)F)F)=O (ethyl 3-(1-(hydroxymethyl)cyclopropylamino)-2-(2,3,4,5-tetrafluoro-benzoyl)acrylate), C(=O)([O-])[O-].[K+].[K+] (K2CO3), CN(C)C=O (DMF). Solvent: C(C)OC(C)=O (ethylacetate). Reaction conditions: temperature 200 celsius. The product is FC=1C=C2C(C(=CN3C2=C(C1F)OCC31CC1)C(=O)OCC)=O (Ethyl 9,10-difluoro-7-oxo-2,7-dihydrospiro[[1,4]oxazino[2,3,4-ij]quinoline-3,1′-cyclopropane]-6-carboxylate). Reaction SMILES: [OH:1][CH2:2][C:3]1([NH:6][CH:7]=[C:8]([C:14](=[O:25])[C:15]2[CH:20]=[C:19](F)[C:18]([F:22])=[C:17]([F:23])[C:16]=2F)[C:9]([O:11][CH2:12][CH3:13])=[O:10])[CH2:5][CH2:4]1.C([O-])([O-])=O.[K+].[K+].CN(C=O)C>C(OC(=O)C)C>[F:23][C:17]1[CH:16]=[C:15]2[C:20]3=[C:19]([O:1][CH2:2][C:3]4([CH2:5][CH2:4]4)[N:6]3[CH:7]=[C:8]([C:9]([O:11][CH2:12][CH3:13])=[O:10])[C:14]2=[O:25])[C:18]=1[F:22] |f:1.2.3|. Procedure details: A mixture of ethyl 3-(1-(hydroxymethyl)cyclopropylamino)-2-(2,3,4,5-tetrafluoro-benzoyl)acrylate (300 mg, 0.83 mmol), K2CO3 powder (344 mg, 2.49 mmol), and 3 ml of anhydrous DMF were heated in a CEM Discover microwave for 10 min at 200° C. After that the sample was rapidly cooled to room temperature yielding a dark brown liquid. The DMF was removed by evaporation to give a dark solid. The solid was dissolved in 50 ml of ethylacetate and washed two times with 10 ml of water. The organic layer was... The reactants are C(C=C)N(C(C)=O)CC(C)(OC)OC (N-allyl-N-(2,2-dimethoxypropyl)-acetamide), ice. RXN SMILES: [CH2:1]([N:4]([CH2:8][C:9](OC)([O:11]C)[CH3:10])[C:5](=[O:7])[CH3:6])[CH:2]=[CH2:3]>C(O)=O>[CH2:1]([N:4]([CH2:8][C:9](=[O:11])[CH3:10])[C:5](=[O:7])[CH3:6])[CH:2]=[CH2:3]. The solvent is C(=O)O (formic acid). Product: C(C=C)N(C(C)=O)CC(C)=O (N-Allyl-N-(2-oxopropyl)-acetamide). Reported procedure: 85.5 g (0.425 mol) of N-allyl-N-(2,2-dimethoxypropyl)-acetamide are heated under reflux with 212 ml of formic acid for one hour. The mixture is poured onto 500 g of ice and extracted several times with methylene chloride, the organic phases are washed with sodium bicarbonate solution, dried over magnesium sulphate and concentrated and the residue is distilled. Reactants: [H-].[Na+] (sodium hydride), C1(=CC=CC=C1)S(=O)(=O)CC1=C(C=C(C=C1)Cl)Cl (2,4-dichlorobenzyl phenyl sulfone), [H][H] (hydrogen), C(C1=CC=CC=C1)O[C@H]1C[C@@H](O[C@@H](C1)CI)OC ((2R,4R,6S)-4-benzyloxy-6-iodomethyl-2-methoxy-3,4,5,6-tetrahydro-2H-pyran). Run in CN(C)C=O (DMF), CN(C)C=O (DMF). Conditions: time 2.5 hour. Product: mixture, C1(=CC=CC=C1)S(=O)(=O)C(C[C@@H]1C[C@H](C[C@@H](O1)OC)OCC1=CC=CC=C1)C1=C(C=C(C=C1)Cl)Cl (1-(2,4-dichlorophenyl)-2-(4(R)-benzyloxy-2(R)-methoxy-3,4,5,6-tetra-hydro-2H-pyran-6(S)-yl)ethyl phenyl sulfone). Isolated yield 68.5%. As a reaction SMILES: [H-].[Na+].[C:3]1([S:9]([CH2:12][C:13]2[CH:18]=[CH:17][C:16]([Cl:19])=[CH:15][C:14]=2[Cl:20])(=[O:11])=[O:10])[CH:8]=[CH:7][CH:6]=[CH:5][CH:4]=1.[H][H].[CH2:23]([O:30][C@@H:31]1[CH2:36][C@@H:35]([CH2:37]I)[O:34][C@@H:33]([O:39][CH3:40])[CH2:32]1)[C:24]1[CH:29]=[CH:28][CH:27]=[CH:26][CH:25]=1>CN(C=O)C>[C:3]1([S:9]([CH:12]([C:13]2[CH:18]=[CH:17][C:16]([Cl:19])=[CH:15][C:14]=2[Cl:20])[CH2:37][C@H:35]2[O:34][C@@H:33]([O:39][CH3:40])[CH2:32][C@H:31]([O:30][CH2:23][C:24]3[CH:25]=[CH:26][CH:27]=[CH:28][CH:29]=3)[CH2:36]2)(=[O:11])=[O:10])[CH:4]=[CH:5][CH:6]=[CH:7][CH:8]=1 |f:0.1|. Procedure: To a stirred suspension of sodium hydride (0.030 g of 50% NaH in mineral oil) in dry DMF (0.5 ml) under nitrogen is added 2,4-dichlorobenzyl phenyl sulfone (0.18 g; 0.6 mmole) as the crystalline solid all at once. The reaction mixture is stirred at room temperature under nitrogen until hydrogen evolution ceases (50 min.) A solution of (2R,4R,6S)-4-benzyloxy-6-iodomethyl-2-methoxy-3,4,5,6-tetrahydro-2H-pyran (0.109 g; 0.3 mmole) in dry DMF (0.4 ml) is added by syringe through a septum. The reacti...